From a dataset of the Open Reaction Database (ORD), a public repository of structured organic reaction records. describe an organic reaction: reactants, conditions, products, and yield Reactants: OC1=CC=C(C=C1)CCCN1C=NC=C1 (1-[3-(4-hydroxyphenyl)propyl]imidazole), ClCC=1N=C(OC1)C1=COC=C1 (4-chloromethyl-2-(3-furyl)oxazole). Product: N1(C=NC=C1)CCCC1=CC=C(OCC=2N=C(OC2)C2=COC=C2)C=C1 (4-[4-[3-(1-imidazolyl)propyl]phenoxymethyl]-2-(3-furyl)oxazole). The yield is 93.0%. Reaction SMILES: [OH:1][C:2]1[CH:7]=[CH:6][C:5]([CH2:8][CH2:9][CH2:10][N:11]2[CH:15]=[CH:14][N:13]=[CH:12]2)=[CH:4][CH:3]=1.Cl[CH2:17][C:18]1[N:19]=[C:20]([C:23]2[CH:27]=[CH:26][O:25][CH:24]=2)[O:21][CH:22]=1>>[N:11]1([CH2:10][CH2:9][CH2:8][C:5]2[CH:6]=[CH:7][C:2]([O:1][CH2:17][C:18]3[N:19]=[C:20]([C:23]4[CH:27]=[CH:26][O:25][CH:24]=4)[O:21][CH:22]=3)=[CH:3][CH:4]=2)[CH:15]=[CH:14][N:13]=[CH:12]1. Reported procedure: In substantially the same manner as in Working Example 72, 1-[3-(4-hydroxyphenyl)propyl]imidazole was allowed to react with 4-chloromethyl-2-(3-furyl)oxazole to give 4-[4-[3-(1-imidazolyl)propyl]phenoxymethyl]-2-(3-furyl)oxazole. The yield was 93%. Recrystallization from ethyl acetate-hexane gave colorless prisms, mp 85-87° C. The reactants are [H-].[Na+] (sodium hydride), ClC1=C(C=CC(=C1)OC)O (2-chloro-4-methoxyphenol), ClCCOCCCl (bis(2-chloroethyl) ether). The solvent is CN(C=O)C (dimethylformamide). Run at time 8 hour. Yields the product ClC1=C(OCCOCCCl)C=CC(=C1)OC (2-[2-(2-chloro-4-methoxyphenoxy)ethoxy]ethyl chloride). Reaction SMILES: [H-].[Na+].[Cl:3][C:4]1[CH:9]=[C:8]([O:10][CH3:11])[CH:7]=[CH:6][C:5]=1[OH:12].[Cl:13][CH2:14][CH2:15][O:16][CH2:17][CH2:18]Cl>CN(C)C=O>[Cl:3][C:4]1[CH:9]=[C:8]([O:10][CH3:11])[CH:7]=[CH:6][C:5]=1[O:12][CH2:18][CH2:17][O:16][CH2:15][CH2:14][Cl:13] |f:0.1|. Procedure: To a suspension of 9.6 g. of 50% sodium hydride in 250 ml. of dry dimethylformamide was added in portions 31.6 g. of 2-chloro-4-methoxyphenol. To this mixture was added 143 g. of bis(2-chloroethyl) ether, and the reaction mixture was heated at reflux with stirring for 8 hours. The volatile solvent was removed, the residue partitioned between water and methylene dichloride, and the organic solution washed with water and dried over anhydrous magnesium sulfate. The product was twice distilled to gi... The reactants are C=CCOC(=O)c1ccccc1, COCCOC, CCCCCC, CCOCC, O=C(Cl)C(Cl)(Cl)Cl, [Zn]. The product is O=C(OCC1CC(=O)C1(Cl)Cl)c1ccccc1. RXN SMILES: [CH2:1]([CH:2]=[CH2:3])[O:4][C:5]([c:6]1[cH:7][cH:8][cH:9][cH:10][cH:11]1)=[O:12].[CH2:20]([CH2:21][O:22][CH3:23])[O:24][CH3:25].[CH3:26][CH2:27][CH2:28][CH2:29][CH2:30][CH3:31].[CH3:32][CH2:33][O:34][CH2:35][CH3:36].[Cl:13][C:14]([C:15](=[O:16])[Cl:18])([Cl:17])[Cl:19].[Zn:37]>>[CH2:1]([CH:2]1[CH2:3][C:15](=[O:16])[C:14]1([Cl:13])[Cl:19])[O:4][C:5]([c:6]1[cH:7][cH:8][cH:9][cH:10][cH:11]1)=[O:12].